From a dataset of the Open Reaction Database (ORD), a public repository of structured organic reaction records. describe an organic reaction: reactants, conditions, products, and yield Starting materials: OC=1C=C2C=CNC2=CC1 (5-hydroxyindole), C(=O)([O-])[O-].[K+].[K+] (K2CO3), ClC1=C(C=NC=C1)[N+](=O)[O-] (4-chloro-3-nitropyridine), O (water). Solvent: CN(C)C=O (DMF), CN(C)C=O (DMF). Run at time 10 minute. Product: [N+](=O)([O-])C=1C=NC=CC1OC=1C=C2C=CNC2=CC1 (5-[(3-nitro-4-pyridinyl)oxy]-1H-indole). Yield: 107.8%. As a reaction SMILES: [OH:1][C:2]1[CH:3]=[C:4]2[C:8](=[CH:9][CH:10]=1)[NH:7][CH:6]=[CH:5]2.C([O-])([O-])=O.[K+].[K+].Cl[C:18]1[CH:23]=[CH:22][N:21]=[CH:20][C:19]=1[N+:24]([O-:26])=[O:25].O>CN(C=O)C>[N+:24]([C:19]1[CH:20]=[N:21][CH:22]=[CH:23][C:18]=1[O:1][C:2]1[CH:3]=[C:4]2[C:8](=[CH:9][CH:10]=1)[NH:7][CH:6]=[CH:5]2)([O-:26])=[O:25] |f:1.2.3|. Reported procedure: To a solution of 5-hydroxyindole (7.45 g) in 100 ml of DMF was added K2CO3 (10.4 g). This mixture was stirred for 10 minutes at room temperature and then a solution of 4-chloro-3-nitropyridine (11.89 g) in 50 ml DMF was added dropwise. The reaction was allowed to proceed for 24 hours at room temperature. The mixture was poured into water and extracted with ethyl acetate. The organic layer was washed with water and saturated NaCl solution and dried over MgSO4. After filtration, the solvent was ev... Procedure details: A solution of 1-{3-[(4-iodophenyl)oxy]propyl}-3,3-dimethylpiperidine (for example as prepared for Intermediate 2) (3 g, 8.02 mmol) in anhydrous THF (30 ml) was cooled to −78° C. under nitrogen and treated with nBuLi (1.6M solution in hexanes, 6.02 ml, 9.63 mmol), after 0.5 h, a solution of N-Boc-4-oxopiperidine (commercially available, for example from Aldrich) (1.99 g, 10 mmol) in THF (10 ml) was added dropwise. The mixture was allowed to warm up to room temperature and was stirred overnight. T... Solvent: C1CCOC1 (THF), C1CCOC1 (THF). Reactants: IC1=CC=C(C=C1)OCCCN1CC(CCC1)(C)C (1-{3-[(4-iodophenyl)oxy]propyl}-3,3-dimethylpiperidine), C(=O)(OC(C)(C)C)N1CCC(CC1)=O (N-Boc-4-oxopiperidine), IC1=CC=C(C=C1)OCCCN1CC(CCC1)(C)C (1-{3-[(4-iodophenyl)oxy]propyl}-3,3-dimethylpiperidine), [Li]CCCC (nBuLi). Product: CC1(CN(CCC1)CCCOC1=CC=C(C=C1)C1(CCN(CC1)C(=O)OC(C)(C)C)O)C (1,1-Dimethylethyl 4-(4-{[3-(3,3-dimethyl-1-piperidinyl)propyl]oxy}phenyl)-4-hydroxy-1-piperidinecarboxylate). Run at time 8 hour. As a reaction SMILES: I[C:2]1[CH:7]=[CH:6][C:5]([O:8][CH2:9][CH2:10][CH2:11][N:12]2[CH2:17][CH2:16][CH2:15][C:14]([CH3:19])([CH3:18])[CH2:13]2)=[CH:4][CH:3]=1.[Li]CCCC.[C:25]([N:32]1[CH2:37][CH2:36][C:35](=[O:38])[CH2:34][CH2:33]1)([O:27][C:28]([CH3:31])([CH3:30])[CH3:29])=[O:26]>C1COCC1>[CH3:18][C:14]1([CH3:19])[CH2:15][CH2:16][CH2:17][N:12]([CH2:11][CH2:10][CH2:9][O:8][C:5]2[CH:6]=[CH:7][C:2]([C:35]3([OH:38])[CH2:34][CH2:33][N:32]([C:25]([O:27][C:28]([CH3:30])([CH3:29])[CH3:31])=[O:26])[CH2:37][CH2:36]3)=[CH:3][CH:4]=2)[CH2:13]1. Starting materials: C(C)OCN1C(=C(C(C(=C1C)C(=O)O)C1=CC(=CC=C1)[N+](=O)[O-])C(=O)OC)C ((-)-1-ethoxymethyl-2,6-dimethyl-3-carbomethoxy-4-(3-nitrophenyl)-5-carboxy-1,4-dihydropyridine), Cl (HCl). Run in CC(=O)C (acetone). The product is CC=1NC(=C(C(C1C(=O)OC)C1=CC(=CC=C1)[N+](=O)[O-])C(=O)O)C ((-)-2,6-dimethyl-3-carbomethoxy-4-(3-nitrophenyl)-5-carboxy-1,4-dihydropyridine). As a reaction SMILES: C(OC[N:5]1[C:10]([CH3:11])=[C:9]([C:12]([OH:14])=[O:13])[CH:8]([C:15]2[CH:20]=[CH:19][CH:18]=[C:17]([N+:21]([O-:23])=[O:22])[CH:16]=2)[C:7]([C:24]([O:26][CH3:27])=[O:25])=[C:6]1[CH3:28])C.Cl>CC(C)=O>[CH3:28][C:6]1[NH:5][C:10]([CH3:11])=[C:9]([C:12]([OH:14])=[O:13])[CH:8]([C:15]2[CH:20]=[CH:19][CH:18]=[C:17]([N+:21]([O-:23])=[O:22])[CH:16]=2)[C:7]=1[C:24]([O:26][CH3:27])=[O:25]. Procedure: The resulting (-)-1-ethoxymethyl-2,6-dimethyl-3-carbomethoxy-4-(3-nitrophenyl)-5-carboxy-1,4-dihydropyridine is then dissolved in acetone (100 mL), and treated with 1N HCl (20 mL) at room temperature for 1 h. The acetone is then removed, the residue taken up in water (20 mL), and the resulting mixture extracted with EtOAc. The ethyl acetate extract is washed with water, dried, and evaporated to yield (-)-2,6-dimethyl-3-carbomethoxy-4-(3-nitrophenyl)-5-carboxy-1,4-dihydropyridine (12-(-), mp=196°... RXN SMILES: [CH3:1][c:2]1[n:3][n:4]2[c:5]([c:6]([CH:10]3[CH:11]([CH2:13][NH2:14])[CH2:12]3)[cH:7][cH:8][cH:9]2)[cH:15]1.[N:16](=[C:17]=[O:18])[CH2:19][CH3:20].[O:21]1[CH2:22][CH2:23][CH2:24][CH2:25]1>>[CH3:1][c:2]1[n:3][n:4]2[c:5]([c:6]([CH:10]3[CH:11]([CH2:13][NH:14][C:17]([NH:16][CH2:19][CH3:20])=[O:18])[CH2:12]3)[cH:7][cH:8][cH:9]2)[cH:15]1. Product: CCNC(=O)NCC1CC1c1cccn2nc(C)cc12. Starting materials: Cc1cc2c(C3CC3CN)cccn2n1, CCN=C=O, C1CCOC1. Reactants: CNc1ccc(F)cc1, CC1CN(Cc2ccc(NS(=O)(=O)c3ccc(Cl)nc3)cc2)CCN1C(=O)OC(C)(C)C, CC1CN(Cc2ccc(NS(=O)(=O)c3ccc(Nc4ccc(F)cc4)nc3)cc2)CCN1C(=O)OC(C)(C)C. Product: CC1CN(Cc2ccc(NS(=O)(=O)c3ccc(N(C)c4ccc(F)cc4)nc3)cc2)CCN1C(=O)OC(C)(C)C. Reaction SMILES: [CH3:33][NH:34][c:35]1[cH:36][cH:37][c:38]([F:41])[cH:39][cH:40]1.[Cl:1][c:2]1[cH:3][cH:4][c:5]([S:8](=[O:9])(=[O:10])[NH:11][c:12]2[cH:13][cH:14][c:15]([CH2:18][N:19]3[CH2:20][CH:21]([CH3:32])[N:22]([C:25](=[O:26])[O:27][C:28]([CH3:29])([CH3:30])[CH3:31])[CH2:23][CH2:24]3)[cH:16][cH:17]2)[cH:6][n:7]1.[F:42][c:43]1[cH:44][cH:45][c:46]([NH:47][c:48]2[n:49][cH:50][c:51]([S:52]([NH:53][c:54]3[cH:55][cH:56][c:57]([CH2:58][N:59]4[CH2:60][CH2:61][N:62]([C:63]([O:64][C:65]([CH3:66])([CH3:67])[CH3:68])=[O:69])[CH:70]([CH3:71])[CH2:72]4)[cH:73][cH:74]3)(=[O:75])=[O:76])[cH:77][cH:78]2)[cH:79][cH:80]1>>[c:2]1([N:34]([CH3:33])[c:35]2[cH:36][cH:37][c:38]([F:41])[cH:39][cH:40]2)[cH:3][cH:4][c:5]([S:8](=[O:9])(=[O:10])[NH:11][c:12]2[cH:13][cH:14][c:15]([CH2:18][N:19]3[CH2:20][CH:21]([CH3:32])[N:22]([C:25](=[O:26])[O:27][C:28]([CH3:29])([CH3:30])[CH3:31])[CH2:23][CH2:24]3)[cH:16][cH:17]2)[cH:6][n:7]1. Reactants: CO, COC(=O)CCCCC(CCNS(=O)(=O)c1ccc(Cl)cc1)Cc1cccnc1, [Na+], [OH-]. The product is O=C(O)CCCCC(CCNS(=O)(=O)c1ccc(Cl)cc1)Cc1cccnc1. Reaction SMILES: [CH3:32][OH:33].[Cl:1][c:2]1[cH:3][cH:4][c:5]([S:8](=[O:9])(=[O:10])[NH:11][CH2:12][CH2:13][CH:14]([CH2:15][CH2:16][CH2:17][CH2:18][C:19](=[O:20])[O:21][CH3:22])[CH2:23][c:24]2[cH:25][n:26][cH:27][cH:28][cH:29]2)[cH:6][cH:7]1.[Na+:31].[OH-:30]>>[Cl:1][c:2]1[cH:3][cH:4][c:5]([S:8](=[O:9])(=[O:10])[NH:11][CH2:12][CH2:13][CH:14]([CH2:15][CH2:16][CH2:17][CH2:18][C:19](=[O:20])[OH:21])[CH2:23][c:24]2[cH:25][n:26][cH:27][cH:28][cH:29]2)[cH:6][cH:7]1. Reactants: CSC1=CC=C(C(=N1)C1=NC=CC=C1)O (6-Methylsulfanyl-[2,2′]bipyridin-3-ol), ClC1=CC=NC2=CC(=C(C=C12)OC)OC (4-chloro-6,7-dimethoxyquinoline), C([O-])([O-])=O.[Cs+].[Cs+] (cesium carbonate). The reagents and catalysts are CN(C1=CC=NC=C1)C (4-dimethylaminopyridine). The solvent is N,N-dimethyl sulfoxide, O (water). Run at temperature 140 celsius, time 8 hour. The product is COC=1C=C2C(=CC=NC2=CC1OC)OC=1C(=NC(=CC1)SC)C1=NC=CC=C1 (3-(6,7-Dimethoxy-quinolin-4-yloxy)-6-methylsulfanyl-[2,2′]bipyridine). Yield: 9.0%. Reaction SMILES: [CH3:1][S:2][C:3]1[N:8]=[C:7]([C:9]2[CH:14]=[CH:13][CH:12]=[CH:11][N:10]=2)[C:6]([OH:15])=[CH:5][CH:4]=1.Cl[C:17]1[C:26]2[C:21](=[CH:22][C:23]([O:29][CH3:30])=[C:24]([O:27][CH3:28])[CH:25]=2)[N:20]=[CH:19][CH:18]=1.C(=O)([O-])[O-].[Cs+].[Cs+]>CN(C)C1C=CN=CC=1.O>[CH3:28][O:27][C:24]1[CH:25]=[C:26]2[C:21](=[CH:22][C:23]=1[O:29][CH3:30])[N:20]=[CH:19][CH:18]=[C:17]2[O:15][C:6]1[C:7]([C:9]2[CH:14]=[CH:13][CH:12]=[CH:11][N:10]=2)=[N:8][C:3]([S:2][CH3:1])=[CH:4][CH:5]=1 |f:2.3.4|. Procedure: 6-Methylsulfanyl-[2,2′]bipyridin-3-ol (6 mg), 4-chloro-6,7-dimethoxyquinoline (18 mg), 4-dimethylaminopyridine (10 mg), and cesium carbonate (27 mg) were suspended in N,N-dimethyl sulfoxide (1 ml), and the suspension was stirred at 140° C. overnight. The reaction solution was cooled to room temperature, water was then added to the reaction solution, and the mixture was extracted with ethyl acetate. The ethyl acetate layer was then washed with water and saturated brine and was dried over anhydrou...